This data is from the Open Reaction Database (ORD), a public repository of structured organic reaction records. The task is: describe an organic reaction: reactants, conditions, products, and yield Run at temperature 160 celsius. Starting materials: Cl (hydrochloric acid), ClC1=C2CCC(NC2=CC=C1Cl)C (5,6-dichloro-1,2,3,4-tetrahydroquinaldine), C(C)OC=C(C(=O)OCC)C(=O)OCC (diethyl ethoxymethylenemalonate), polyphosphoric acid, O=P12OP3(=O)OP(=O)(O1)OP(=O)(O2)O3 (phosphorus pentoxide), P(O)(O)(O)=O (phosphoric acid), [OH-].[Na+] (sodium hydroxide), ice. As a reaction SMILES: [Cl:1][C:2]1[C:11]([Cl:12])=[CH:10][CH:9]=[C:8]2[C:3]=1[CH2:4][CH2:5][CH:6]([CH3:13])[NH:7]2.C([O:16][CH:17]=[C:18]([C:24](OCC)=O)[C:19]([O:21]CC)=[O:20])C.O=P12OP3(OP(OP(O3)(O1)=O)(=O)O2)=O.P(=O)(O)(O)O.[OH-].[Na+].Cl>>[Cl:1][C:2]1[C:3]2=[C:8]3[N:7]([CH:6]([CH3:13])[CH2:5][CH2:4]2)[CH:24]=[C:18]([C:19]([OH:21])=[O:20])[C:17](=[O:16])[C:9]3=[CH:10][C:11]=1[Cl:12] |f:4.5|. Yield: 49.8%. The product is ClC1=C(C=C2C(C(=CN3C(CCC1=C23)C)C(=O)O)=O)Cl (8,9-dichloro-5-methyl-6,7-dihydro-1-oxo-1H,5H-benzo[ij]quinolizine-2-carboxylic acid). Procedure: A mixture of 3.2 g of 5,6-dichloro-1,2,3,4-tetrahydroquinaldine and 3.2 g of diethyl ethoxymethylenemalonate was allowed to react by heating at 160° C. for 30 minutes. Then 13 g of polyphosphoric acid prepared from 6.5 g of phosphorus pentoxide and 6.5 g of phosphoric acid was added to the mixture and the resulting mixture was allowed to react by heating at 140° to 150° C. for 1 hour. After completion of the reaction, the mixture was poured onto 100 g of ice, followed by rendering the mixture to... Reactants: CCOC(=O)c1cc2sc(Cl)cc2[nH]1, CN1CCNCC1. Yields the product CN1CCN(C(=O)c2cc3sc(Cl)cc3[nH]2)CC1. Reaction SMILES: [CH2:1]([O:2][C:4](=[O:5])[c:6]1[cH:7][c:8]2[c:9]([nH:10]1)[cH:11][c:12]([Cl:14])[s:13]2)[CH3:3].[CH3:15][N:16]1[CH2:17][CH2:18][NH:19][CH2:20][CH2:21]1>>[C:4](=[O:5])([c:6]1[cH:7][c:8]2[c:9]([nH:10]1)[cH:11][c:12]([Cl:14])[s:13]2)[N:19]1[CH2:18][CH2:17][N:16]([CH3:15])[CH2:21][CH2:20]1.